Task: describe an organic reaction: reactants, conditions, products, and yield. Dataset: the Open Reaction Database (ORD), a public repository of structured organic reaction records The reactants are Cc1cc(O)c(-c2ccccc2)nc1C, CN(C)c1ccncc1, COc1cc2nccc(Cl)c2cc1OC, Clc1ccccc1Cl. Product: COc1cc2nccc(Oc3cc(C)c(C)nc3-c3ccccc3)c2cc1OC. As a reaction SMILES: [CH3:1][c:2]1[cH:3][c:4]([OH:15])[c:5](-[c:9]2[cH:10][cH:11][cH:12][cH:13][cH:14]2)[n:6][c:7]1[CH3:8].[CH3:31][N:32]([c:33]1[cH:34][cH:35][n:36][cH:37][cH:38]1)[CH3:39].[Cl:16][c:17]1[cH:18][cH:19][n:20][c:21]2[cH:22][c:23]([O:29][CH3:30])[c:24]([O:27][CH3:28])[cH:25][c:26]12.[Cl:40][c:41]1[c:42]([Cl:43])[cH:44][cH:45][cH:46][cH:47]1>>[CH3:1][c:2]1[cH:3][c:4]([O:15][c:17]2[cH:18][cH:19][n:20][c:21]3[cH:22][c:23]([O:29][CH3:30])[c:24]([O:27][CH3:28])[cH:25][c:26]23)[c:5](-[c:9]2[cH:10][cH:11][cH:12][cH:13][cH:14]2)[n:6][c:7]1[CH3:8]. Starting materials: ClC=1C=C(C=CC1)C=1C=C2C(CC(NC2=CC1)=O)(C)C (6-(3-chlorophenyl)-4,4-dimethyl-3,4-dihydroquinoline-2(1H)-one), P12(=S)SP3(=S)SP(=S)(S1)SP(=S)(S2)S3 (phosphorus pentasulfide). The solvent is N1=CC=CC=C1 (pyridine). The product is ClC=1C=C(C=CC1)C=1C=C2C(CC(NC2=CC1)=S)(C)C (6-(3-Chlorophenyl)-4,4-dimethyl-3,4dihydroquinoline-2(1H)-thione). Reaction SMILES: [Cl:1][C:2]1[CH:3]=[C:4]([C:8]2[CH:9]=[C:10]3[C:15](=[CH:16][CH:17]=2)[NH:14][C:13](=O)[CH2:12][C:11]3([CH3:20])[CH3:19])[CH:5]=[CH:6][CH:7]=1.P12(SP3(SP(SP(S3)(S1)=S)(=S)S2)=S)=[S:22]>N1C=CC=CC=1>[Cl:1][C:2]1[CH:3]=[C:4]([C:8]2[CH:9]=[C:10]3[C:15](=[CH:16][CH:17]=2)[NH:14][C:13](=[S:22])[CH2:12][C:11]3([CH3:20])[CH3:19])[CH:5]=[CH:6][CH:7]=1. Procedure: Prepared by heating under reflux overnight a mixture of 6-(3-chlorophenyl)-4,4-dimethyl-3,4-dihydroquinoline-2(1H)-one and an equal weight of phosphorus pentasulfide in pyridine was stirred. Removal of the pyridine in vacuo followed by treating the residue with 6N hydrochloric acid and recrystallization of the residue in ethanol gave the product as a yellow solid: mp. 197-198° C. 1H-NMR (DMSO-d6) δ 12.34 (s, 1H), 7.75 (m, 1H), 7.64 (m, 2H), 7.57 (dd, 1H J=9.3 and 2.1 Hz), 7.48 (t, 1H, J=7.7 Hz),...